From a dataset of the Open Reaction Database (ORD), a public repository of structured organic reaction records. describe an organic reaction: reactants, conditions, products, and yield Starting materials: O=C(Cl)C(=O)Cl, Cc1ncccc1C(=O)O, CC#N, CN(C)C=O. Product: Cc1ncccc1C(=O)O, [Cl-]. As a reaction SMILES: [C:16]([Cl:17])(=[O:18])[C:20]([Cl:19])=[O:21].[CH3:1][c:2]1[c:3]([C:4](=[O:5])[OH:6])[cH:7][cH:8][cH:9][n:10]1.[CH3:22][C:23]#[N:24].[O:11]=[CH:12][N:13]([CH3:14])[CH3:15]>>[CH3:1][c:2]1[c:3]([C:4](=[O:5])[OH:6])[cH:7][cH:8][cH:9][n:10]1.[Cl-:19]. Starting materials: BrCCCCBr, O=C([O-])[O-], [Cs+], [Cs+], O=c1cc(COC2CCCCO2)occ1O. The product is O=c1cc(COC2CCCCO2)occ1OCCCCBr. Reaction SMILES: [Br:23][CH2:24][CH2:25][CH2:26][CH2:27][Br:28].[C:17](=[O:18])([O-:19])[O-:20].[Cs+:21].[Cs+:22].[OH:1][c:2]1[c:3](=[O:16])[cH:4][c:5]([CH2:8][O:9][CH:10]2[O:11][CH2:12][CH2:13][CH2:14][CH2:15]2)[o:6][cH:7]1>>[O:1]([c:2]1[c:3](=[O:16])[cH:4][c:5]([CH2:8][O:9][CH:10]2[O:11][CH2:12][CH2:13][CH2:14][CH2:15]2)[o:6][cH:7]1)[CH2:27][CH2:26][CH2:25][CH2:24][Br:23]. Starting materials: COCC1CC(C=2N(C1)C(=C(N2)C)C)=O (6-methoxymethyl-2,3-dimethyl-5,6,7,8-tetrahydroimidazo[1,2-a]pyridin-8-one), N[C@@H]([C@H](C(=O)OCC)O[Si](C)(C)C(C)(C)C)C1=CC=CC=C1 (ethyl (2R, 3R)-3-amino-2-(t-butyldimethylsilyloxy)-3-phenylpropionate), [Cl-].[NH4+] (ammonium chloride), solution, C(C)(C)[N-]C(C)C.[Li+] (lithium diisopropylamide). The reagents and catalysts are C1(=CC=C(C=C1)S(=O)(=O)O)C (p-toluenesulfonic acid). Run in C1(=CC=CC=C1)C (toluene), O1CCCC1 (tetrahydrofuran), O (water). Conditions: temperature -25 celsius, time 30 minute. Yields the product [Si](C)(C)(C(C)(C)C)O[C@@H]1[C@H](NC=2C=3N(CC(C2C1=O)COC)C(=C(N3)C)C)C3=CC=CC=C3 ((8R, 9R)-8-(t-Butydimethylsilyloxy)-6-methoxymethyl-2,3-dimethyl-9-phenyl-5,6,7,8,9,10-hexahydroimidazo[1,2-h][1,7]naphthyridin-7-one). Isolated yield 87.1%. RXN SMILES: [CH3:1][O:2][CH2:3][CH:4]1[CH2:9][N:8]2[C:10]([CH3:14])=[C:11]([CH3:13])[N:12]=[C:7]2[C:6](=O)[CH2:5]1.[NH2:16][C@H:17]([C:32]1[CH:37]=[CH:36][CH:35]=[CH:34][CH:33]=1)[C@@H:18]([O:24][Si:25]([C:28]([CH3:31])([CH3:30])[CH3:29])([CH3:27])[CH3:26])[C:19](OCC)=[O:20].C([N-]C(C)C)(C)C.[Li+].[Cl-].[NH4+]>C1(C)C=CC(S(O)(=O)=O)=CC=1.O1CCCC1.C1(C)C=CC=CC=1.O>[Si:25]([O:24][C@H:18]1[C:19](=[O:20])[C:5]2[CH:4]([CH2:3][O:2][CH3:1])[CH2:9][N:8]3[C:10]([CH3:14])=[C:11]([CH3:13])[N:12]=[C:7]3[C:6]=2[NH:16][C@@H:17]1[C:32]1[CH:33]=[CH:34][CH:35]=[CH:36][CH:37]=1)([C:28]([CH3:31])([CH3:30])[CH3:29])([CH3:27])[CH3:26] |f:2.3,4.5|. Procedure details: By using a water separator, a mixture of 2.66 g of 6-methoxymethyl-2,3-dimethyl-5,6,7,8-tetrahydroimidazo[1,2-a]pyridin-8-one, 4.27 g of ethyl (2R, 3R)-3-amino-2-(t-butyldimethylsilyloxy)-3-phenylpropionate, 70 mg of p-toluenesulfonic acid and 15 ml of toluene is boiled at reflux for 1.5 h. After cooling, 15 ml of tetrahydrofuran are added. With introduction of argon, the mixture is cooled to an internal temperature of −25° C. 15.4 ml of a commercial 2 molar solution of lithium diisopropylamide ... Starting materials: [OH-].[Na+] (sodium hydroxide), S(O)(O)(=O)=O (sulfuric acid), N1CC(C(=O)N)CCC1 (Racemic Nipecotamide), CC1=CC=C(C(=O)Cl)C=C1 (p-Methylbenzoyl chloride). Reaction conditions: temperature 15 celsius, time 3 hour. Product: CC1=CC=C(C(=O)N2C[C@H](C(=O)N)CCC2)C=C1 ((R)-1-(p-methylbenzoyl)nipecotamide). Isolated yield 34.5%. RXN SMILES: S(=O)(=O)(O)O.[NH:6]1[CH2:14][CH2:13][CH2:12][CH:8]([C:9]([NH2:11])=[O:10])[CH2:7]1.[CH3:15][C:16]1[CH:24]=[CH:23][C:19]([C:20](Cl)=[O:21])=[CH:18][CH:17]=1.[OH-].[Na+]>>[CH3:15][C:16]1[CH:24]=[CH:23][C:19]([C:20]([N:6]2[CH2:14][CH2:13][CH2:12][C@@H:8]([C:9]([NH2:11])=[O:10])[CH2:7]2)=[O:21])=[CH:18][CH:17]=1 |f:3.4|. Procedure details: Concentrated sulfuric acid is added to the reaction mixture obtained in Example 4 (amount: 30 g, net weight of (R)-nipecotamide: 3 g) to adjust the pH to 9. To the mixture, p-Methylbenzoyl chloride (8.0 g, 2.2 equivalents) was slowly added dropwise, and the pH of the reaction mixture was kept from 7 to 9 by a 30% aqueous sodium hydroxide solution. After completion of the dropwise addition, the solution was stirred at 15° C. for 3 hours and the precipitated crystal was filtered off. The crystal w... Starting materials: C(CC)(=O)NC=1C=C(NC(CC(C)(OC)OC)=O)C=CC1 (m-propionamido-3,3-dimethoxy-butyranilide). Run in C1(=CC=CC=C1)C (toluene). Conditions: time 72 hour. Product: C(CC)(=O)NC=1C=C(NC(\C=C(\C)/OC)=O)C=CC1 (m-propionamido-3-methoxycrotonanilide). Yield: 47.2%. RXN SMILES: [C:1]([NH:5][C:6]1[CH:7]=[C:8]([CH:19]=[CH:20][CH:21]=1)[NH:9][C:10](=[O:18])[CH2:11][C:12](OC)([O:14][CH3:15])[CH3:13])(=[O:4])[CH2:2][CH3:3]>C1(C)C=CC=CC=1>[C:1]([NH:5][C:6]1[CH:7]=[C:8]([CH:19]=[CH:20][CH:21]=1)[NH:9][C:10](=[O:18])/[CH:11]=[C:12](\[O:14][CH3:15])/[CH3:13])(=[O:4])[CH2:2][CH3:3]. Reported procedure: A solution of 42.8 g of m-propionamido-3,3-dimethoxy-butyranilide in 500 ml of toluene was heated at 140° C. for 1 hour and was then let stand for 72 hours. The toluene was decanted and the residue was added to acetone. The mixture was filtered and the filtrate was concentrated to dryness under reduced pressure. The residue was chromatographed over silica gel and was eluted with an 8- 2 methylene chloride-acetone mixture to obtain 18 g of m-propionamido-3-methoxycrotonanilide melting at 155° C. ... Starting materials: C(C)(C)(C)NC(=O)C=1N(CCN(C1)C(C)=O)C(C)=O (1,4-diacetyl-1,4,5,6-tetrahydropyrazine-2-carboxylic acid tert-butylamide), O=O (oxygen), 1-[1(R)-(di-tert-butylphosphino)ethyl]-2(S)-(diphenylphosphino)ferrocene, [Cl-] (chloride). Conditions: time 20 hour. Yields the product C(C)(C)(C)NC(=O)[C@H]1N(CCN(C1)C(C)=O)C(C)=O ((S)-1,4-Diacetylpiperazine-2-carboxylic acid tert-butylamide). Isolated yield 105.4%. RXN SMILES: [C:1]([NH:5][C:6]([C:8]1[N:9]([C:17](=[O:19])[CH3:18])[CH2:10][CH2:11][N:12]([C:14](=[O:16])[CH3:15])[CH:13]=1)=[O:7])([CH3:4])([CH3:3])[CH3:2].[Cl-].O=O>>[C:1]([NH:5][C:6]([C@@H:8]1[CH2:13][N:12]([C:14](=[O:16])[CH3:15])[CH2:11][CH2:10][N:9]1[C:17](=[O:19])[CH3:18])=[O:7])([CH3:4])([CH3:2])[CH3:3]. Reported procedure: 10 g (37 mmol) of 1,4-diacetyl-1,4,5,6-tetrahydropyrazine-2-carboxylic acid tert-butylamide, 20.3 mg (37 μmol) of 1-[1(R)-(di-tert-butylphosphino)ethyl]-2(S)-(diphenylphosphino)ferrocene and 9.2 mg (20 μmol) of bicyclo[2.2.1]hepta-2,5-dienerhodium(I) chloride dimer were placed in an autoclave, oxygen being excluded. After flushing with argon, 80 ml of oxygen-free methanol was added. Hydrogenation was carried out at an initial pressure of 50 bar and a temperature of 110° C. for 20 hours. The auto... The reactants are BrCc1ccccc1, Cc1ccccc1CBr, CS(C)=O, [K+], Nc1c2c(nc3ccccc13)CCCC2=O, [OH-], O. The product is Cc1ccccc1CNc1c2c(nc3ccccc13)CCCC2=O. As a reaction SMILES: [Br:28][CH2:29][c:30]1[cH:31][cH:32][cH:33][cH:34][cH:35]1.[CH3:19][c:20]1[c:21]([CH2:22][Br:23])[cH:24][cH:25][cH:26][cH:27]1.[CH3:36][S:37]([CH3:38])=[O:39].[K+:18].[NH2:1][c:2]1[c:3]2[cH:4][cH:5][cH:6][cH:7][c:8]2[n:9][c:10]2[c:15]1[C:14](=[O:16])[CH2:13][CH2:12][CH2:11]2.[OH-:17].[OH2:40]>>[NH:1]([c:2]1[c:3]2[cH:4][cH:5][cH:6][cH:7][c:8]2[n:9][c:10]2[c:15]1[C:14](=[O:16])[CH2:13][CH2:12][CH2:11]2)[CH2:22][c:21]1[c:20]([CH3:19])[cH:27][cH:26][cH:25][cH:24]1.